From a dataset of the Open Reaction Database (ORD), a public repository of structured organic reaction records. describe an organic reaction: reactants, conditions, products, and yield The reactants are CCCCCBr, C1CCOC1, Fc1ccc(-c2ccc(-c3ccc(CCC4CC[SiH](Cl)CC4)cc3)cc2)cc1, [Mg], C1CC[SiH2]CC1. The product is CCCCC[SiH]1CCC(CCc2ccc(-c3ccc(-c4ccc(F)cc4)cc3)cc2)CC1. As a reaction SMILES: [CH2:1]([CH2:2][CH2:3][CH2:4][CH3:5])[Br:6].[CH2:42]1[O:43][CH2:44][CH2:45][CH2:46]1.[Cl:8][SiH:9]1[CH2:10][CH2:11][CH:12]([CH2:15][CH2:16][c:17]2[cH:18][cH:19][c:20](-[c:23]3[cH:24][cH:25][c:26](-[c:29]4[cH:30][cH:31][c:32]([F:35])[cH:33][cH:34]4)[cH:27][cH:28]3)[cH:21][cH:22]2)[CH2:13][CH2:14]1.[Mg:7].[SiH2:36]1[CH2:37][CH2:38][CH2:39][CH2:40][CH2:41]1>>[CH2:1]([CH2:2][CH2:3][CH2:4][CH3:5])[SiH:9]1[CH2:10][CH2:11][CH:12]([CH2:15][CH2:16][c:17]2[cH:18][cH:19][c:20](-[c:23]3[cH:24][cH:25][c:26](-[c:29]4[cH:30][cH:31][c:32]([F:35])[cH:33][cH:34]4)[cH:27][cH:28]3)[cH:21][cH:22]2)[CH2:13][CH2:14]1. Starting materials: COC(=O)C(CC1CO1)NS(=O)(=O)c1ccc(-c2ccc(OC)cc2)cc1, [O-][Cl+3]([O-])([O-])[O-], [O-][Cl+3]([O-])([O-])[O-], [Mg+2], Nc1ccccc1, O. The product is COc1ccc(-c2ccc(S(=O)(=O)NC3CC(CNc4ccccc4)OC3=O)cc2)cc1. As a reaction SMILES: [CH3:1][O:2][c:3]1[cH:4][cH:5][c:6](-[c:9]2[cH:10][cH:11][c:12]([S:15](=[O:16])(=[O:17])[NH:18][CH:19]([C:20](=[O:21])[O:22][CH3:23])[CH2:24][CH:25]3[CH2:26][O:27]3)[cH:13][cH:14]2)[cH:7][cH:8]1.[Cl+3:35]([O-:36])([O-:37])([O-:38])[O-:39].[Cl+3:41]([O-:42])([O-:43])([O-:44])[O-:45].[Mg+2:40].[NH2:28][c:29]1[cH:30][cH:31][cH:32][cH:33][cH:34]1.[OH2:46]>>[CH3:1][O:2][c:3]1[cH:4][cH:5][c:6](-[c:9]2[cH:10][cH:11][c:12]([S:15](=[O:16])(=[O:17])[NH:18][CH:19]3[C:20](=[O:21])[O:27][CH:25]([CH2:26][NH:28][c:29]4[cH:30][cH:31][cH:32][cH:33][cH:34]4)[CH2:24]3)[cH:13][cH:14]2)[cH:7][cH:8]1. Reactants: [N+](=O)([O-])C1=CC=C(N1)C#N (5-nitropyrrole-2carbonitrile), C([O-])([O-])=O.[K+].[K+] (potassium carbonate), IC (iodomethane), ice water. Run in CC(=O)C (acetone). Reaction conditions: time 24 hour. The product is CN1C(=CC=C1[N+](=O)[O-])C#N (1-methyl-5-nitropyrrole-2-carbonitrile). Yield: 62.0%. As a reaction SMILES: [N+:1]([C:4]1[NH:8][C:7]([C:9]#[N:10])=[CH:6][CH:5]=1)([O-:3])=[O:2].[C:11](=O)([O-])[O-].[K+].[K+].IC>CC(C)=O>[CH3:11][N:8]1[C:4]([N+:1]([O-:3])=[O:2])=[CH:5][CH:6]=[C:7]1[C:9]#[N:10] |f:1.2.3|. Procedure details: To a solution of 300 mg of 5-nitropyrrole-2carbonitrile (2.14 mol) in 15 mL of acetone, 360 mg of potassium carbonate (2.6 mmol) and 0.65 mL of iodomethane (1.6 mmol, 372 mg) are added. The mixture is then stirred at room temperature for 24 hours. The reaction mixture is poured into ice-water (100 mL) and the precipitate which forms is collected to yield (200 mg), 62% mp 86°-87° C. of 1-methyl-5-nitropyrrole-2-carbonitrile. Reactants: CCO, Cc1ccc(S(=O)(=O)N2N=C(c3ccccc3)CC3CC=CC32)cc1. Product: Cc1ccc(S(=O)(=O)N2N=C(c3ccccc3)CC3CCCC32)cc1. As a reaction SMILES: [CH3:26][CH2:27][OH:28].[c:1]1([C:7]2=[N:12][N:11]([S:13](=[O:14])(=[O:15])[c:16]3[cH:17][cH:18][c:19]([CH3:22])[cH:20][cH:21]3)[CH:10]3[CH:9]([CH2:8]2)[CH2:25][CH:24]=[CH:23]3)[cH:2][cH:3][cH:4][cH:5][cH:6]1>>[c:1]1([C:7]2=[N:12][N:11]([S:13](=[O:14])(=[O:15])[c:16]3[cH:17][cH:18][c:19]([CH3:22])[cH:20][cH:21]3)[CH:10]3[CH:9]([CH2:8]2)[CH2:25][CH2:24][CH2:23]3)[cH:2][cH:3][cH:4][cH:5][cH:6]1. Reactants: NCC(C)(C)C1=CC=CC=2N=C(NC21)C2=CC=C(C=C2)OC (4-(2-Aminomethylpropan-2-yl)-2-(4-methoxyphenyl)-benzimidazole), ClCCl (dichloromethane), C(C(C)C)(=O)Cl (isobutyric acid chloride). Run in C(C)N(CC)CC (triethylamine). Run at time 10 hour. The product is C(C)(C)C(=O)NCC(C)(C)C1=CC2=C(N=C(N2)C2=CC=C(C=C2)OC)C=C1 (5-[2-(Isopropylcarbonylaminomethyl)-propan-2-yl]-2-(4-methoxyphenyl)-benzimidazole). Reaction SMILES: [NH2:1][CH2:2][C:3]([C:6]1[C:14]2[NH:13][C:12]([C:15]3[CH:20]=[CH:19][C:18]([O:21][CH3:22])=[CH:17][CH:16]=3)=[N:11][C:10]=2[CH:9]=[CH:8][CH:7]=1)([CH3:5])[CH3:4].ClCCl.[C:26](Cl)(=[O:30])[CH:27]([CH3:29])[CH3:28]>C(N(CC)CC)C>[CH:27]([C:26]([NH:1][CH2:2][C:3]([C:6]1[CH:7]=[CH:8][C:9]2[N:13]=[C:12]([C:15]3[CH:20]=[CH:19][C:18]([O:21][CH3:22])=[CH:17][CH:16]=3)[NH:11][C:10]=2[CH:14]=1)([CH3:4])[CH3:5])=[O:30])([CH3:29])[CH3:28]. Reported procedure: 1.9 g. 4-(2-Aminomethylpropan-2-yl)-2-(4-methoxyphenyl)-benzimidazole (obtained in Example 6) in 200 ml. dichloromethane are reacted with 2.5 ml. triethylamine and 0.82 g. isobutyric acid chloride at ambient temperature. After 10 hours, the solvent is removed in a vacuum and the residue is digested with water and 2N aqueous ammonia solution. The reaction mixture is extracted 4 times with dichloromethane and the organic phase is dried over anhydrous sodium sulphate, filtered and evaporated. Ethyl...